This data is from the Open Reaction Database (ORD), a public repository of structured organic reaction records. The task is: describe an organic reaction: reactants, conditions, products, and yield Starting materials: B (borane), ClC1=C(C=CC(=C1)[N+](=O)[O-])CC(=O)N(CC)CC (2-(2-chloro-4-nitro-phenyl)-N,N-diethyl-acetamide). The solvent is C1CCOC1 (THF). Run at temperature 100 celsius, time 4 hour. Yields the product ClC1=C(C=CC(=C1)[N+](=O)[O-])CCN(CC)CC ([2-(2-chloro-4-nitro-phenyl)-ethyl]-diethyl-amine). Reaction SMILES: B.[Cl:2][C:3]1[CH:8]=[C:7]([N+:9]([O-:11])=[O:10])[CH:6]=[CH:5][C:4]=1[CH2:12][C:13]([N:15]([CH2:18][CH3:19])[CH2:16][CH3:17])=O>C1COCC1>[Cl:2][C:3]1[CH:8]=[C:7]([N+:9]([O-:11])=[O:10])[CH:6]=[CH:5][C:4]=1[CH2:12][CH2:13][N:15]([CH2:16][CH3:17])[CH2:18][CH3:19]. Procedure details: 65 mL (65.000 mmol) borane (1 M in THF) was added at RT to a solution of 3.702 g (13.673 mmol) 2-(2-chloro-4-nitro-phenyl)-N,N-diethyl-acetamide in 130 mL THF and the mixture was stirred for 4 h . The reaction mixture was evaporated down i. vac., the residue was combined with 15 mL MeOH and 15 mL semiconc. aqueous HCl and heated to 100° C. for 15 min. Water was added, the mixture was made basic with aqueous sodium carbonate solution and the aqueous phase was extracted with EtOAc. The combined or... Product: [I-].NC=1SC(=C(N1)C=1C=[N+](C=CC1)C)Cl (3-(2-amino-5-chlorothiazol-4-yl)-1-methylpyridinium iodide). Procedure details: A suspension of 10 g of 5-chloro-4-(pyridin-3-yl)-thiazol-2-amine (obtained in Example 1b) in 50 ml of butyronitrile was heated at reflux for 2 h with 10 ml of iodomethane. After cooling down of the mixture, the resulting solid was filtered off and recrystallized from methanol to give 13,3 g of 3-(2-amino-5-chlorothiazol-4-yl)-1-methylpyridinium iodide. Reaction SMILES: [Cl:1][C:2]1[S:6][C:5]([NH2:7])=[N:4][C:3]=1[C:8]1[CH:9]=[N:10][CH:11]=[CH:12][CH:13]=1.[I:14][CH3:15]>C(#N)CCC>[I-:14].[NH2:7][C:5]1[S:6][C:2]([Cl:1])=[C:3]([C:8]2[CH:9]=[N+:10]([CH3:15])[CH:11]=[CH:12][CH:13]=2)[N:4]=1 |f:3.4|. Starting materials: ClC1=C(N=C(S1)N)C=1C=NC=CC1 (5-chloro-4-(pyridin-3-yl)-thiazol-2-amine), IC (iodomethane). Solvent: C(CCC)#N (butyronitrile). Reactants: C(#N)C=1OC2=C(C1)C=C(C=C2)[N+](=O)[O-] (2-cyano-5-nitrobenzofuran), [NH4+].[Cl-] (NH4Cl). Reagents/catalysts: [Fe] (iron). Solvent: CCO.O (EtOH H2O). Run at temperature 65 celsius, time 1 hour. Product: NC=1C=CC2=C(C=C(O2)C#N)C1 (5-amino-2-cyanobenzofuran). RXN SMILES: [C:1]([C:3]1[O:4][C:5]2[CH:11]=[CH:10][C:9]([N+:12]([O-])=O)=[CH:8][C:6]=2[CH:7]=1)#[N:2].[NH4+].[Cl-]>CCO.O.[Fe]>[NH2:12][C:9]1[CH:10]=[CH:11][C:5]2[O:4][C:3]([C:1]#[N:2])=[CH:7][C:6]=2[CH:8]=1 |f:1.2,3.4|. Procedure: A heterogeneous reaction mixture of 2-cyano-5-nitrobenzofuran (0.150 g, 0.789 mmol), iron powder (0.220 g, 3.9 mmol), NH4Cl (0.221 g, 3.9 mmol) in EtOH/H2O (5 mL each) was vigorously stirred at 60-70° C. for 1 hour. The resulting solution was filtered through a pad of Celite when hot and then washed with methanol. The filtrated was concentrated to dryness under a vacuum and resuspended into H2O (20 mL), saturated and the solid was isolated by filtration to obtain 5-amino-2-cyanobenzofuran. 1H NM... The product is NC=1C(=CC(=C2N=C(OC21)C(C)(C)C)C(=O)O)C2=CC=CC=C2 (7-Amino-2-tert-butyl-6-phenyl-1,3-benzoxazole-4-carboxylic acid). The reactants are C(C)(C)(C)C=1OC=2C(N1)=C(C=C(C2[N+](=O)[O-])C2=CC=CC=C2)C(=O)O (2-tert-Butyl-7-nitro-6-phenyl-1,3-benzoxazole-4-carboxylic acid), [H][H] (hydrogen). Procedure details: 2-tert-Butyl-7-nitro-6-phenyl-1,3-benzoxazole-4-carboxylic acid (I-223) (6.27 mmol) was dissolved in methanol (30 ml), then at room temperature, 10% palladium-carbon (430 mg) was added. The suspension was stirred at room temperature under atmospheric pressure of hydrogen for 16 hour. The catalyst was removed by filtration with washing with methanol, and the filtrate was concentrated under reduced pressure. The resulting residue was purified by middle-pressure liquid chromatography (eluent, chlor... Reaction SMILES: [C:1]([C:5]1[O:6][C:7]2[C:8](=[C:10]([C:23]([OH:25])=[O:24])[CH:11]=[C:12]([C:17]3[CH:22]=[CH:21][CH:20]=[CH:19][CH:18]=3)[C:13]=2[N+:14]([O-])=O)[N:9]=1)([CH3:4])([CH3:3])[CH3:2].[H][H]>CO.[C].[Pd]>[NH2:14][C:13]1[C:12]([C:17]2[CH:22]=[CH:21][CH:20]=[CH:19][CH:18]=2)=[CH:11][C:10]([C:23]([OH:25])=[O:24])=[C:8]2[C:7]=1[O:6][C:5]([C:1]([CH3:4])([CH3:2])[CH3:3])=[N:9]2 |f:3.4|. Solvent: CO (methanol). The reagents and catalysts are [C].[Pd] (palladium-carbon). As a reaction SMILES: [CH3:1][C:2]1[CH:8]=[CH:7][CH:6]=[C:5]([CH3:9])[C:3]=1[NH2:4].[Br:10][CH2:11][C:12](Br)=[O:13]>>[CH3:1][C:2]1[CH:8]=[CH:7][CH:6]=[C:5]([CH3:9])[C:3]=1[NH:4][C:12](=[O:13])[CH2:11][Br:10]. Yields the product CC1=C(C(=CC=C1)C)NC(CBr)=O (N-(2,6-dimethylphenyl)-2-bromoacetamide). Reported procedure: 2,6-dimethylaniline and bromoacetyl bromide were used to produce the above compound in the same way as Reference Example 8. The reactants are CC1=C(N)C(=CC=C1)C (2,6-dimethylaniline), BrCC(=O)Br (bromoacetyl bromide).